Dataset: the Open Reaction Database (ORD), a public repository of structured organic reaction records. Task: describe an organic reaction: reactants, conditions, products, and yield The reactants are CC(=O)c1cc(C(=O)O)c(=O)[nH]c1C, CC(C)O, c1ccc(Oc2ccccc2)cc1. Product: CC(=O)c1ccc(=O)[nH]c1C. RXN SMILES: [C:1]([CH3:2])(=[O:3])[c:4]1[c:5]([CH3:14])[nH:6][c:7](=[O:13])[c:8]([C:9]([OH:10])=[O:11])[cH:12]1.[CH:28]([OH:29])([CH3:30])[CH3:31].[O:15]([c:16]1[cH:17][cH:18][cH:19][cH:20][cH:21]1)[c:22]1[cH:23][cH:24][cH:25][cH:26][cH:27]1>>[C:1]([CH3:2])(=[O:3])[c:4]1[c:5]([CH3:14])[nH:6][c:7](=[O:13])[cH:8][cH:12]1. The reactants are C(C1=CC=CC=C1)OC1=CC=2N(C=C1N(S(=O)(=O)C)CC)N=C(C2C(=O)O)C2=CC=C(C=C2)F (5-(Benzyloxy)-6-(N-ethylmethylsulfonamido)-2-(4-fluorophenyl)pyrazolo[1,5-a]pyridine-3-carboxylic acid), CCN=C=NCCCN(C)C.Cl (EDCI.HCl), C=1C=CC2=C(C1)N=NN2O (HOBT), CCN(C(C)C)C(C)C (DIPEA), CN (Methylamine). The solvent is ClCCl (dichloromethane), O (water). Run at time 10 minute. The product is C(C1=CC=CC=C1)OC1=CC=2N(C=C1N(S(=O)(=O)C)CC)N=C(C2C(=O)NC)C2=CC=C(C=C2)F (5-(benzyloxy)-6-(N-ethylmethylsulfonamido)-2-(4-fluorophenyl)-N-methylpyrazolo[1,5-a]pyridine-3-carboxamide). RXN SMILES: [CH2:1]([O:8][C:9]1[C:14]([N:15]([CH2:20][CH3:21])[S:16]([CH3:19])(=[O:18])=[O:17])=[CH:13][N:12]2[N:22]=[C:23]([C:28]3[CH:33]=[CH:32][C:31]([F:34])=[CH:30][CH:29]=3)[C:24]([C:25](O)=[O:26])=[C:11]2[CH:10]=1)[C:2]1[CH:7]=[CH:6][CH:5]=[CH:4][CH:3]=1.C[CH2:36][N:37]=C=NCCCN(C)C.Cl.C1C=CC2N(O)N=NC=2C=1.CCN(C(C)C)C(C)C.CN>ClCCl.O>[CH2:1]([O:8][C:9]1[C:14]([N:15]([CH2:20][CH3:21])[S:16]([CH3:19])(=[O:18])=[O:17])=[CH:13][N:12]2[N:22]=[C:23]([C:28]3[CH:29]=[CH:30][C:31]([F:34])=[CH:32][CH:33]=3)[C:24]([C:25]([NH:37][CH3:36])=[O:26])=[C:11]2[CH:10]=1)[C:2]1[CH:7]=[CH:6][CH:5]=[CH:4][CH:3]=1 |f:1.2|. Reported procedure: 5-(Benzyloxy)-6-(N-ethylmethylsulfonamido)-2-(4-fluorophenyl)pyrazolo[1,5-a]pyridine-3-carboxylic acid (0.11 g, 0.22 mmol, 1 eq), EDCI.HCl (0.048 g, 0.25 mmol, 1.1 eq), HOBT (0.036 g, 0.27 mmol, 1.2 eq), DIPEA (0.12 ml, 0.68 mmol, 3 eq) were dissolved in dichloromethane and the reaction was stirred at room temperature for 10 minutes. Then Methylamine (1M in THF, 0.6 ml, 5 eq) was added to the above solution and the reaction was stirred at room temperature for 14 h. Finally, the mixture was dilut... Reactants: C(=O)(C(F)(F)F)O (TFA), FC1=CC=C(CN(C2CCN(CC2)C)CC2=CC(=CO2)C2=CC3=C(N(C(O3)=O)C(C3=CC=CC=C3)(C3=CC=CC=C3)C3=CC=CC=C3)C=C2)C=C1 (6-(5-{[(4-fluoro-benzyl)-(1-methyl-piperidin-4-yl)-amino]-methyl}-furan-3-yl)-3-trityl-3H-benzooxazol-2-one). Run in ClCCl (dichloromethane). Run at time 1 hour. Yields the product FC1=CC=C(CN(C2CCN(CC2)C)CC2=CC(=CO2)C2=CC3=C(NC(O3)=O)C=C2)C=C1 (6-(5-{[(4-Fluoro-benzyl)-(1-methyl-piperidin-4-yl)-amino]-methyl}-furan-3-yl)-3H-benzooxazol-2-one). Isolated yield 40.8%. As a reaction SMILES: C(O)(C(F)(F)F)=O.[F:8][C:9]1[CH:58]=[CH:57][C:12]([CH2:13][N:14]([CH2:22][C:23]2[O:27][CH:26]=[C:25]([C:28]3[CH:56]=[CH:55][C:31]4[N:32](C(C5C=CC=CC=5)(C5C=CC=CC=5)C5C=CC=CC=5)[C:33](=[O:35])[O:34][C:30]=4[CH:29]=3)[CH:24]=2)[CH:15]2[CH2:20][CH2:19][N:18]([CH3:21])[CH2:17][CH2:16]2)=[CH:11][CH:10]=1>ClCCl>[F:8][C:9]1[CH:10]=[CH:11][C:12]([CH2:13][N:14]([CH2:22][C:23]2[O:27][CH:26]=[C:25]([C:28]3[CH:56]=[CH:55][C:31]4[NH:32][C:33](=[O:35])[O:34][C:30]=4[CH:29]=3)[CH:24]=2)[CH:15]2[CH2:20][CH2:19][N:18]([CH3:21])[CH2:17][CH2:16]2)=[CH:57][CH:58]=1. Procedure: 1 mL of 95% aqueous TFA was added to a solution of 6-(5-{[(4-fluoro-benzyl)-(1-methyl-piperidin-4-yl)-amino]-methyl}-furan-3-yl)-3-trityl-3H-benzooxazol-2-one (64 mg, 0.09 mmol) in 2 mL of dichloromethane, and the resulting mixture was stirred at room temperature for 1 h. The solvent was removed to afford the crude product. Purification was achieved via flash silica gel chromatography (elution with DCM:MeOH:AcOH:water). The pooled fractions were combined and the solvent was removed in vacuo with... Starting materials: C(C)(C)(C)OC(CN(C1CCCC1)C(C(CBr)C)=O)=O (N(3-bromo-2-methyl-propanoyl)-N-cyclopentyl glycine-t-butyl ester), S(C#N)C#N.[K] (potassium thiocyanide). Run in O (water), C(C)O (ethanol). Yields the product C(C)(C)(C)OC(CN(C1CCCC1)C(C(CSC#N)C)=O)=O (N(3-thiocyano-2-methyl propanoyl)-N-cyclopentyl glycine-t-butyl ester). Reaction SMILES: [C:1]([O:5][C:6](=[O:20])[CH2:7][N:8]([C:14](=[O:19])[CH:15]([CH3:18])[CH2:16]Br)[CH:9]1[CH2:13][CH2:12][CH2:11][CH2:10]1)([CH3:4])([CH3:3])[CH3:2].[S:21](C#N)[C:22]#[N:23].[K]>O.C(O)C>[C:1]([O:5][C:6](=[O:20])[CH2:7][N:8]([C:14](=[O:19])[CH:15]([CH3:18])[CH2:16][S:21][C:22]#[N:23])[CH:9]1[CH2:13][CH2:12][CH2:11][CH2:10]1)([CH3:4])([CH3:3])[CH3:2] |f:1.2,^1:25|. Procedure details: A mixture of 2 g of N(3-bromo-2-methyl-propanoyl)-N-cyclopentyl glycine-t-butyl ester, 0.7 g potassium thiocyanide in 5 ml water and 40 ml ethanol was stirred and refluxed for 16 hours. After removal of the solvent, it was diluted with water and extracted with ethyl acetate. The organic layer was dried over MgSO4 and evaporated to dryness. The oily residue was purified by HPLC using 20% EtOAc-hexane as eluent giving pure N(3-thiocyano-2-methyl propanoyl)-N-cyclopentyl glycine-t-butyl ester.